From a dataset of the Open Reaction Database (ORD), a public repository of structured organic reaction records. describe an organic reaction: reactants, conditions, products, and yield Reactants: BrC1=CC=C(C=C1)C=1SC=CC1NS(=O)(=O)C(C)C (propane-2-sulfonic acid [2-(4-bromo-phenyl)-thiophen-3-yl]-amide), C1(=CC=CC=C1)B(O)O (phenyl boronic acid), C(=O)([O-])[O-].[Na+].[Na+].O (Na2CO3 water). The reagents and catalysts are C=1C=CC(=CC1)[P](C=2C=CC=CC2)(C=3C=CC=CC3)[Pd]([P](C=4C=CC=CC4)(C=5C=CC=CC5)C=6C=CC=CC6)([P](C=7C=CC=CC7)(C=8C=CC=CC8)C=9C=CC=CC9)[P](C=1C=CC=CC1)(C=1C=CC=CC1)C=1C=CC=CC1 (Pd(PPh3)4). The product is C1(=CC=C(C=C1)C=1SC=CC1NS(=O)(=O)C(C)C)C1=CC=CC=C1 (Propane-2-sulfonic acid-(2-biphenyl-4-yl-thiophen-3-yl)-amide). Reaction SMILES: Br[C:2]1[CH:7]=[CH:6][C:5]([C:8]2[S:9][CH:10]=[CH:11][C:12]=2[NH:13][S:14]([CH:17]([CH3:19])[CH3:18])(=[O:16])=[O:15])=[CH:4][CH:3]=1.[C:20]1(B(O)O)[CH:25]=[CH:24][CH:23]=[CH:22][CH:21]=1.C([O-])([O-])=O.[Na+].[Na+].O>C1C=CC([P]([Pd]([P](C2C=CC=CC=2)(C2C=CC=CC=2)C2C=CC=CC=2)([P](C2C=CC=CC=2)(C2C=CC=CC=2)C2C=CC=CC=2)[P](C2C=CC=CC=2)(C2C=CC=CC=2)C2C=CC=CC=2)(C2C=CC=CC=2)C2C=CC=CC=2)=CC=1>[C:2]1([C:20]2[CH:25]=[CH:24][CH:23]=[CH:22][CH:21]=2)[CH:7]=[CH:6][C:5]([C:8]2[S:9][CH:10]=[CH:11][C:12]=2[NH:13][S:14]([CH:17]([CH3:19])[CH3:18])(=[O:16])=[O:15])=[CH:4][CH:3]=1 |f:2.3.4.5,^1:39,41,60,79|. Procedure: Heat in a sealed tube with stirring propane-2-sulfonic acid [2-(4-bromo-phenyl)-thiophen-3-yl]-amide (0.5 mmol), phenyl boronic acid (0.75 mmol), 2M Na2CO3 water solution (0.2 mL) and Pd(PPh3)4(0.05 mmol) in 4.0 ml of an anhydrous and deoxygenated 2:1 DME/EtOH mixture to 80° C.-100° C. for 24 h. Filter mixture through a small silica pad and elute with EtOAc. Evaporate the filtrate. Purify the product by flash chromatography (Silica gel-hexane/EtOAc) to obtain the title compound. MS (ES−): 356 (M... As a reaction SMILES: [CH2:57]1[O:58][CH2:59][CH2:60][CH2:61]1.[CH3:1][Si:2]([CH3:3])([CH3:4])[O-:5].[CH3:7][C:8]([C:9](=[O:10])[O:11][CH3:12])([CH3:13])[CH:14]1[CH2:15][CH2:16][CH:17]([c:20]2[cH:21][cH:22][c:23]([NH:26][C:27](=[O:28])[c:29]3[o:30][c:31]([NH:34][c:35]4[c:36]([F:43])[cH:37][c:38]([F:42])[c:39]([F:41])[cH:40]4)[n:32][n:33]3)[cH:24][cH:25]2)[CH2:18][CH2:19]1.[K+:6].[OH:44][C:45]([CH2:46][C:47]([C:48](=[O:49])[OH:50])([CH2:51][C:52](=[O:53])[OH:54])[OH:55])=[O:56]>>[CH3:7][C:8]([C:9](=[O:10])[OH:11])([CH3:13])[CH:14]1[CH2:15][CH2:16][CH:17]([c:20]2[cH:21][cH:22][c:23]([NH:26][C:27](=[O:28])[c:29]3[o:30][c:31]([NH:34][c:35]4[c:36]([F:43])[cH:37][c:38]([F:42])[c:39]([F:41])[cH:40]4)[n:32][n:33]3)[cH:24][cH:25]2)[CH2:18][CH2:19]1. The product is CC(C)(C(=O)O)C1CCC(c2ccc(NC(=O)c3nnc(Nc4cc(F)c(F)cc4F)o3)cc2)CC1. Starting materials: C1CCOC1, C[Si](C)(C)[O-], COC(=O)C(C)(C)C1CCC(c2ccc(NC(=O)c3nnc(Nc4cc(F)c(F)cc4F)o3)cc2)CC1, [K+], O=C(O)CC(O)(CC(=O)O)C(=O)O. The reactants are CN[C@@H]1C[C@H]2O[C@@](C)([C@@H]1OC)n1c3ccccc3c3c4c(c5c6ccccc6n2c5c31)C(=O)NC4 (staurosporine), CN(CC(=O)O)c1ncc(C=O)cn1. The reagents and catalysts are CC(C)[O-].CC(C)[O-].CC(C)[O-].CC(C)[O-].[Ti+4] (Ti(OiPr)4), CC(=O)O (acetic acid), CC(=O)O[BH-](OC(C)=O)OC(C)=O.[Na+] (Sodium triacetoxyborohydride). Solvent: CN1CCCC1=O (NMP), CN1CCCC1=O (NMP), CN1CCCC1=O (NMP), CN1CCCC1=O (NMP), CN1CCCC1=O (NMP), CN1CCCC1=O (NMP), CN1CCCC1=O (NMP). Conditions: temperature 22 celsius, time 18 hour. Yields the product CO[C@@H]1[C@@H](C[C@H]2O[C@]1(C)n3c4ccccc4c5c6CNC(=O)c6c7c8ccccc8n2c7c35)N(C)Cc9cnc(nc9)N(C)CC(=O)O, CN[C@@H]1C[C@H]2O[C@@](C)([C@@H]1OC)n1c3ccccc3c3c4c(c5c6ccccc6n2c5c31)C(=O)NC4 (Staurosporine), CN(CC(=O)O)c1ncc(C=O)cn1. The reactants are ClC=1N=C(C2=C(N1)C(=NC=N2)SCCCC2=CC=CC=C2)N2CCOCC2 (2-chloro-4-morpholino-8-(3-phenylpropyl-thio)-pyrimido-[5,4-d]-pyrimidine), N1CCNCC1 (piperazine). Product: O1CCN(CC1)C=1C2=C(N=C(N1)N1CCNCC1)C(=NC=N2)SCCCC2=CC=CC=C2 (4-Morpholino-8-(3-phenylpropyl-thio)-2-piperazino-pyrimido-[5,4-d]-pyrimidine). As a reaction SMILES: Cl[C:2]1[N:3]=[C:4]([N:22]2[CH2:27][CH2:26][O:25][CH2:24][CH2:23]2)[C:5]2[N:11]=[CH:10][N:9]=[C:8]([S:12][CH2:13][CH2:14][CH2:15][C:16]3[CH:21]=[CH:20][CH:19]=[CH:18][CH:17]=3)[C:6]=2[N:7]=1.[NH:28]1[CH2:33][CH2:32][NH:31][CH2:30][CH2:29]1>>[O:25]1[CH2:26][CH2:27][N:22]([C:4]2[C:5]3[N:11]=[CH:10][N:9]=[C:8]([S:12][CH2:13][CH2:14][CH2:15][C:16]4[CH:21]=[CH:20][CH:19]=[CH:18][CH:17]=4)[C:6]=3[N:7]=[C:2]([N:28]3[CH2:33][CH2:32][NH:31][CH2:30][CH2:29]3)[N:3]=2)[CH2:23][CH2:24]1. Procedure: This compound was prepared analogous to Example 1 from 2-chloro-4-morpholino-8-(3-phenylpropyl-thio)-pyrimido-[5,4-d]-pyrimidine (m.p.: 127°-129° C.) and piperazine.